From a dataset of the Open Reaction Database (ORD), a public repository of structured organic reaction records. describe an organic reaction: reactants, conditions, products, and yield The reactants are OO (H2O2), F (hydrogen fluoride), C1=CC=CC2=CC=CC=C12 (naphthalene). The product is C1(=CC=CC2=CC=CC=C12)O (α-naphthol), C1=C(C=CC2=CC=CC=C12)O (β-naphthol), C1=CC=CC2=CC=CC=C12 (naphthalene). Isolated yield 48.0%. As a reaction SMILES: [CH:1]1[C:10]2[C:5](=[CH:6][CH:7]=[CH:8][CH:9]=2)[CH:4]=[CH:3][CH:2]=1.[OH:11]O.F>>[C:9]1([OH:11])[C:10]2[C:5](=[CH:4][CH:3]=[CH:2][CH:1]=2)[CH:6]=[CH:7][CH:8]=1.[CH:9]1[C:10]2[C:5](=[CH:4][CH:3]=[CH:2][CH:1]=2)[CH:6]=[CH:7][C:8]=1[OH:11].[CH:9]1[C:10]2[C:5](=[CH:4][CH:3]=[CH:2][CH:1]=2)[CH:6]=[CH:7][CH:8]=1. Procedure details: When carrying out the hydroxylation of naphthalene with a molar excess of H2O2 (90%) in a conventional acid system, such as anhydrous hydrogen fluoride, at temperatures ranging from -10° to 0° C. and at atmospheric or slightly superatmospheric pressure, 42.3% α-naphthol and only 0.7% β-naphthol were obtained, with about 9% of polymeric higher molecular weight product and 48% of naphthalene can be recovered unchanged. The yield of α-naphthol is 81% with an isomeric purity of 98.4%.